The task is: describe an organic reaction: reactants, conditions, products, and yield. This data is from the Open Reaction Database (ORD), a public repository of structured organic reaction records. Reactants: C1CCOC1, COC(=O)c1nccn(Cc2ccccc2)c1=O, CO, Cl, [Li+], [OH-], O. The product is O=C(O)c1nccn(Cc2ccccc2)c1=O. As a reaction SMILES: [CH2:23]1[O:24][CH2:25][CH2:26][CH2:27]1.[CH2:3]([c:4]1[cH:5][cH:6][cH:7][cH:8][cH:9]1)[n:10]1[c:11](=[O:20])[c:12]([C:16](=[O:17])[O:18][CH3:19])[n:13][cH:14][cH:15]1.[CH3:28][OH:29].[ClH:21].[Li+:2].[OH-:1].[OH2:22]>>[CH2:3]([c:4]1[cH:5][cH:6][cH:7][cH:8][cH:9]1)[n:10]1[c:11](=[O:20])[c:12]([C:16](=[O:17])[OH:18])[n:13][cH:14][cH:15]1. Procedure details: Mp, 124-125° C. (AcOEt-hexane). 79% Yield. Ethyl (8-benzyloxy-2-ethyl-3-(o-phenylbenzoyl)indolizin-1-yl)carboxylate 26b. Mp, 110-112° C. (ether-hexane). 46.0% Yield. As a reaction SMILES: [CH2:1]([O:8][C:9]1[C:17]2[N:13]([C:14]([C:25](=[O:38])[C:26]3[CH:31]=[CH:30][CH:29]=[CH:28][C:27]=3C3C=CC=CC=3)=[C:15]([CH2:23][CH3:24])[C:16]=2[C:18]([O:20][CH2:21][CH3:22])=[O:19])[CH:12]=[CH:11][CH:10]=1)[C:2]1[CH:7]=[CH:6][CH:5]=[CH:4][CH:3]=1>CCOC(C)=O.CCCCCC>[C:25]([C:14]1[N:13]2[C:17]([C:9]([O:8][CH2:1][C:2]3[CH:3]=[CH:4][CH:5]=[CH:6][CH:7]=3)=[CH:10][CH:11]=[CH:12]2)=[C:16]([C:18]([O:20][CH2:21][CH3:22])=[O:19])[C:15]=1[CH2:23][CH3:24])(=[O:38])[C:26]1[CH:27]=[CH:28][CH:29]=[CH:30][CH:31]=1 |f:1.2|. The yield is 79.0%. Yields the product C(C1=CC=CC=C1)(=O)C1=C(C(=C2C(=CC=CN12)OCC1=CC=CC=C1)C(=O)OCC)CC (Ethyl (3-benzoyl-8-benzyloxy-2-ethylindolizin-1-yl)carboxylate). Reactants: C(C1=CC=CC=C1)OC1=CC=CN2C(=C(C(=C12)C(=O)OCC)CC)C(C1=C(C=CC=C1)C1=CC=CC=C1)=O (Ethyl (8-benzyloxy-2-ethyl-3-(o-phenylbenzoyl)indolizin-1-yl)carboxylate), ether-hexane. The solvent is CCOC(=O)C.CCCCCC (AcOEt hexane). Starting materials: ClCC(=O)Cl (chloroacetyl chloride), C(C1=CC=CC=C1)NCCC(COC1=CC=CC=C1)(C1=CC=CC=C1)O (N-benzyl-3-hydroxy-3-phenyl-4-phenoxybutylamine), ( c ), [OH-].[Na+] (sodium hydroxide). The solvent is CCOCC (ether), CCOCC (ether). Run at time 2 hour. The product is C(C1=CC=CC=C1)N1C(COC(CC1)(COC1=CC=CC=C1)C1=CC=CC=C1)=O (4-benzyl-3-oxo-7-phenyl-7-phenoxymethyl-hexahydro-1,4-oxazepine). Reaction SMILES: [CH2:1]([NH:8][CH2:9][CH2:10][C:11]([OH:26])([C:20]1[CH:25]=[CH:24][CH:23]=[CH:22][CH:21]=1)[CH2:12][O:13][C:14]1[CH:19]=[CH:18][CH:17]=[CH:16][CH:15]=1)[C:2]1[CH:7]=[CH:6][CH:5]=[CH:4][CH:3]=1.[OH-].[Na+].Cl[CH2:30][C:31](Cl)=[O:32]>CCOCC>[CH2:1]([N:8]1[CH2:9][CH2:10][C:11]([C:20]2[CH:25]=[CH:24][CH:23]=[CH:22][CH:21]=2)([CH2:12][O:13][C:14]2[CH:15]=[CH:16][CH:17]=[CH:18][CH:19]=2)[O:26][CH2:30][C:31]1=[O:32])[C:2]1[CH:3]=[CH:4][CH:5]=[CH:6][CH:7]=1 |f:1.2|. Reported procedure: 60 g (0.17 mole) of the N-benzyl-3-hydroxy-3-phenyl-4-phenoxybutylamine obtained as described in (c) were dissolved in 600 ml of ether, 150 ml of 2N sodium hydroxide solution were added and 22.6 g (0.2 mole) of chloroacetyl chloride in 50 ml of ether were added dropwise at room temperature. The mixture was refluxed for 30 minutes, after which the ether phase was separated off and dried, and 150 ml of isopropanol were added. To this solution was added dropwise, in the course of 30 minutes, a solu... Reactants: ClCCl, CNC, CC(=O)CC(C)C, COc1cc(C=CC(=O)NC2CCC(C)CC2)ccc1OCCCl, [Cl-], [Na+]. Yields the product COc1cc(C=CC(=O)NC2CCC(C)CC2)ccc1OCCN(C)C. RXN SMILES: [CH2:30]([Cl:31])[Cl:32].[CH3:1][NH:2][CH3:3].[CH3:33][C:34]([CH2:35][CH:36]([CH3:37])[CH3:38])=[O:39].[CH3:4][CH:5]1[CH2:6][CH2:7][CH:8]([NH:11][C:12]([CH:13]=[CH:14][c:15]2[cH:16][c:17]([O:25][CH3:26])[c:18]([O:21][CH2:22][CH2:23][Cl:24])[cH:19][cH:20]2)=[O:27])[CH2:9][CH2:10]1.[Cl-:29].[Na+:28]>>[CH3:1][N:2]([CH3:3])[CH2:23][CH2:22][O:21][c:18]1[c:17]([O:25][CH3:26])[cH:16][c:15]([CH:14]=[CH:13][C:12]([NH:11][CH:8]2[CH2:7][CH2:6][CH:5]([CH3:4])[CH2:10][CH2:9]2)=[O:27])[cH:20][cH:19]1. Reactants: C1=CC=CC2=CC3=CC=CC=C3C=C12 (Anthracene), C(C=C)(=O)OC (methyl acrylate). The solvent is xylenes. Reaction conditions: temperature 210 celsius. Yields the product C1=CC=CC=2C3C4=CC=CC=C4C(C12)CC3C(=O)OC (Methyl 9,10-Dihydro-9,10-ethanoanthracene-11-carboxylate). As a reaction SMILES: [CH:1]1[C:14]2[C:5](=[CH:6][C:7]3[C:12]([CH:13]=2)=[CH:11][CH:10]=[CH:9][CH:8]=3)[CH:4]=[CH:3][CH:2]=1.[C:15]([O:19][CH3:20])(=[O:18])[CH:16]=[CH2:17]>>[CH:4]1[C:5]2[CH:6]3[CH2:17][CH:16]([C:15]([O:19][CH3:20])=[O:18])[CH:13]([C:12]4[C:7]3=[CH:8][CH:9]=[CH:10][CH:11]=4)[C:14]=2[CH:1]=[CH:2][CH:3]=1. Procedure: Anthracene (89.0 gm) was combined with methyl acrylate (51.5 gm) and xylenes (500 ml) in a Parr bomb and heated to 210° C. for 12 hours. The solvent was removed on a rotary evaporator and the residue was recrystallized from methanol to provide the product as a white solid (m=113-114° C.). The reactants are [Al+3], O=C(O)c1ccc(Cc2ccccc2)cc1, [H-], [H-], [H-], [H-], [Li+], C1CCOC1. The product is OCc1ccc(Cc2ccccc2)cc1. RXN SMILES: [Al+3:2].[CH2:7]([c:8]1[cH:9][cH:10][cH:11][cH:12][cH:13]1)[c:14]1[cH:15][cH:16][c:17]([C:18](=[O:19])[OH:20])[cH:21][cH:22]1.[H-:1].[H-:4].[H-:5].[H-:6].[Li+:3].[O:23]1[CH2:24][CH2:25][CH2:26][CH2:27]1>>[CH2:7]([c:8]1[cH:9][cH:10][cH:11][cH:12][cH:13]1)[c:14]1[cH:15][cH:16][c:17]([CH2:18][OH:19])[cH:21][cH:22]1. Starting materials: N (ammonia), BrC1=CC2=C(N(N=C2C=C1)C)C (5-bromo-2,3-dimethyl-2H-indazole), ClC1=CC=C(COC2=CC(NC=C2)=O)C=C1 (4-[(4-chlorobenzyl)oxy]pyridin-2(1H)-one), C([O-])([O-])=O.[K+].[K+] (potassium carbonate), CNCCNC (N,N′-dimethylethylenediamine). The reagents and catalysts are [Cu]I (copper(I) iodide). The solvent is CS(=O)C (DMSO). Run at temperature 150 celsius, time 3 hour. Yields the product ClC1=CC=C(COC2=CC(N(C=C2)C2=CC3=C(N(N=C3C=C2)C)C)=O)C=C1 (4-[(4-chlorobenzyl)oxy]-1-(2,3-dimethyl-2H-indazol-5-yl)pyridin-2(1H)-one). Isolated yield 31.0%. As a reaction SMILES: Br[C:2]1[CH:10]=[CH:9][C:8]2[C:4](=[C:5]([CH3:12])[N:6]([CH3:11])[N:7]=2)[CH:3]=1.[Cl:13][C:14]1[CH:28]=[CH:27][C:17]([CH2:18][O:19][C:20]2[CH:25]=[CH:24][NH:23][C:22](=[O:26])[CH:21]=2)=[CH:16][CH:15]=1.C(=O)([O-])[O-].[K+].[K+].CNCCNC.N>CS(C)=O.[Cu]I>[Cl:13][C:14]1[CH:28]=[CH:27][C:17]([CH2:18][O:19][C:20]2[CH:25]=[CH:24][N:23]([C:2]3[CH:10]=[CH:9][C:8]4[C:4](=[C:5]([CH3:12])[N:6]([CH3:11])[N:7]=4)[CH:3]=3)[C:22](=[O:26])[CH:21]=2)=[CH:16][CH:15]=1 |f:2.3.4|. Procedure details: A suspension of 5-bromo-2,3-dimethyl-2H-indazole (287 mg), 4-[(4-chlorobenzyl)oxy]pyridin-2(1H)-one (300 mg), potassium carbonate (528 m g), copper(I) iodide (242 mg) and N,N′-dimethylethylenediamine (112 mg) in DMSO (10 ml) was stirred at 150° C. for 3 hr. The reaction mixture was cooled to room temperature, added to 28% aqueous ammonia, and extracted with a 1:1 mixed solvent of ethyl acetate and tetrahydrofuran. The organic layer was washed with saturated brine, dried over anhydrous magnesium ...